Task: describe an organic reaction: reactants, conditions, products, and yield. Dataset: the Open Reaction Database (ORD), a public repository of structured organic reaction records Reactants: C1(=CC=CC=C1)N=C=O (phenyl isocyanate), FC=1C=C(C(C(=O)O)=CC1)N (4-fluoroanthranilic acid). Run in C1(=CC=CC=C1)C (toluene), C1(=CC=CC=C1)C (toluene). Reaction conditions: time 2 hour. The product is FC=1C=C(C(C(=O)O)=CC1)NC(NC1=CC=CC=C1)=O (4-fluoro-N-phenylcarbamoylanthranilic acid). Reaction SMILES: [C:1]1([N:7]=[C:8]=[O:9])[CH:6]=[CH:5][CH:4]=[CH:3][CH:2]=1.[F:10][C:11]1[CH:12]=[C:13]([NH2:20])[C:14](=[CH:18][CH:19]=1)[C:15]([OH:17])=[O:16]>C1(C)C=CC=CC=1>[F:10][C:11]1[CH:12]=[C:13]([NH:20][C:8](=[O:9])[NH:7][C:1]2[CH:6]=[CH:5][CH:4]=[CH:3][CH:2]=2)[C:14](=[CH:18][CH:19]=1)[C:15]([OH:17])=[O:16]. Procedure: A solution of phenyl isocyanate (2.98 g) in toluene (30 ml) was added dropwise to a stirred suspension of 4-fluoroanthranilic acid (3.88 g) in toluene (80 ml) at 50°. The mixture was stirred at 90° for 2 hours and the toluene evaporated under reduced pressure (30 ml). The residue was recrystallised from hexane/ethyl acetate to give 4-fluoro-N-phenylcarbamoylanthranilic acid, m.p. 163°-166°. (Compound 5). The reactants are O=C1CCC(=O)N1Br, CN(C)C=O, O, CCOC(=O)c1cc2ccccc2[nH]1. Yields the product CCOC(=O)c1[nH]c2ccccc2c1Br. Reaction SMILES: [Br:1][N:2]1[C:3](=[O:4])[CH2:5][CH2:6][C:7]1=[O:8].[O:24]=[CH:25][N:26]([CH3:27])[CH3:28].[OH2:23].[nH:9]1[c:10]([C:18](=[O:19])[O:20][CH2:21][CH3:22])[cH:11][c:12]2[cH:13][cH:14][cH:15][cH:16][c:17]12>>[Br:1][c:11]1[c:10]([C:18](=[O:19])[O:20][CH2:21][CH3:22])[nH:9][c:17]2[c:12]1[cH:13][cH:14][cH:15][cH:16]2. Starting materials: BrC=1C=C(SC1Cl)S(=O)(=O)NC=1C(=C(C(=O)O)C=CC1)O (3-{[(4-bromo-5-chlorothiophen-2-yl)sulfonyl]amino}-2-hydroxybenzoic acid), BrC=1C=C(SC1Cl)S(=O)(=O)NC=1C(=C(C(=O)O)C=CC1)O (3-{[(4-bromo-5-chlorothiophen-2-yl)sulfonyl]amino}-2-hydroxybenzoic acid), O1CCC2=C1C=CC(=C2)B(O)O (2,3-dihydrobenzofuran-5-boronic acid). The product is ClC1=C(C=C(S1)S(=O)(=O)NC=1C(=C(C(=O)O)C=CC1)O)C=1C=CC2=C(CCO2)C1 (3-({[5-Chloro-4-(2,3-dihydro-1-benzofuran-5-yl)thiophen-2-yl]sulfonyl}amino)-2-hydroxybenzoic acid). The yield is 46.0%. Reaction SMILES: Br[C:2]1[CH:3]=[C:4]([S:8]([NH:11][C:12]2[C:13]([OH:21])=[C:14]([CH:18]=[CH:19][CH:20]=2)[C:15]([OH:17])=[O:16])(=[O:10])=[O:9])[S:5][C:6]=1[Cl:7].[O:22]1[C:26]2[CH:27]=[CH:28][C:29](B(O)O)=[CH:30][C:25]=2[CH2:24][CH2:23]1>>[Cl:7][C:6]1[S:5][C:4]([S:8]([NH:11][C:12]2[C:13]([OH:21])=[C:14]([CH:18]=[CH:19][CH:20]=2)[C:15]([OH:17])=[O:16])(=[O:10])=[O:9])=[CH:3][C:2]=1[C:29]1[CH:28]=[CH:27][C:26]2[O:22][CH2:23][CH2:24][C:25]=2[CH:30]=1. Procedure details: The product was prepared from 3-{[(4-bromo-5-chlorothiophen-2-yl)sulfonyl]amino}-2-hydroxybenzoic acid (Intermediate 22) (20.6 mg, 0.050 mmol) and 2,3-dihydrobenzofuran-5-boronic acid (9 mg, 0.055 mmol) according to the General Procedure 12, described in Example 135. The title compound was obtained in 46% yield (10.6 mg). 1H NMR (500 MHz, MeOH-d4) δ ppm 3.23 (t, J=8.70 Hz, 2 H) 4.58 (t, J=8.70 Hz, 2 H) 6.76 (d, J=8.24 Hz, 1 H) 6.90 (t, J=7.95 Hz, 1 H) 7.14-7.17 (ddt, J=8.24, 1.97, 0.71 Hz, 1 H) ... The reactants are CC1(C=2C=CC(=CC2C(CC1)(C)C)C(=O)C1C(CCCC1)C(=O)O)C (2-[(5,5,8,8-tetramethyl-5,6,7,8-tetrahydro-2-naphthyl) carbonyl]cyclohexane carboxylic acid), S(O)(O)(=O)=O (sulfuric acid), C(C)O (ethyl alcohol). Product: CC1(C=2C=CC(=CC2C(CC1)(C)C)C(=O)C1C(CCCC1)C(=O)OCC)C (ethyl 2-[(5,5,8,8-tetramethyl-5,6,7,8-tetrahydro-2-naphthyl)carbonyl]cyclohexane carboxylate). RXN SMILES: [CH3:1][C:2]1([CH3:25])[CH2:11][CH2:10][C:9]([CH3:13])([CH3:12])[C:8]2[CH:7]=[C:6]([C:14]([CH:16]3[CH2:21][CH2:20][CH2:19][CH2:18][CH:17]3[C:22]([OH:24])=[O:23])=[O:15])[CH:5]=[CH:4][C:3]1=2.S(=O)(=O)(O)O.[CH2:31](O)[CH3:32]>>[CH3:1][C:2]1([CH3:25])[CH2:11][CH2:10][C:9]([CH3:12])([CH3:13])[C:8]2[CH:7]=[C:6]([C:14]([CH:16]3[CH2:21][CH2:20][CH2:19][CH2:18][CH:17]3[C:22]([O:24][CH2:31][CH3:32])=[O:23])=[O:15])[CH:5]=[CH:4][C:3]1=2. Reported procedure: A solution of 3.42 g (10 mmoles) of 2-[(5,5,8,8-tetramethyl-5,6,7,8-tetrahydro-2-naphthyl) carbonyl]cyclohexane carboxylic acid, described in Example III, in 100 cm3 of ethyl alcohol containing 0.1 cm3 of 98% sulfuric acid, is heated for 12 hours at reflux. The solution is concentrated under reduced pressure and the resulting crude ester is dissolved in 100 cm3 of ethyl ether. The ether solution is washed with sodium bicarbonate and then with water, dried on sodium sulfate and evaporated to dryn...